From a dataset of the Open Reaction Database (ORD), a public repository of structured organic reaction records. describe an organic reaction: reactants, conditions, products, and yield Starting materials: CC(=O)CC(C)C, O=c1[nH]c2cc(Cl)ccc2n1C1CCNCC1, O=c1oc2ccccc2n1CCCCl, [Na+], [Na+], O=C([O-])[O-], O. Yields the product O=c1oc2ccccc2n1CCCN1CCC(n2c(=O)[nH]c3cc(Cl)ccc32)CC1. As a reaction SMILES: [CH3:38][CH:39]([CH3:40])[CH2:41][C:42](=[O:43])[CH3:44].[Cl:15][c:16]1[cH:17][c:18]2[c:19]([n:20]([CH:24]3[CH2:25][CH2:26][NH:27][CH2:28][CH2:29]3)[c:21](=[O:23])[nH:22]2)[cH:30][cH:31]1.[Cl:1][CH2:2][CH2:3][CH2:4][n:5]1[c:6](=[O:14])[o:7][c:8]2[c:9]1[cH:10][cH:11][cH:12][cH:13]2.[Na+:32].[Na+:33].[O-:34][C:35](=[O:36])[O-:37].[OH2:45]>>[CH2:2]([CH2:3][CH2:4][n:5]1[c:6](=[O:14])[o:7][c:8]2[c:9]1[cH:10][cH:11][cH:12][cH:13]2)[N:27]1[CH2:26][CH2:25][CH:24]([n:20]2[c:19]3[c:18]([cH:17][c:16]([Cl:15])[cH:31][cH:30]3)[nH:22][c:21]2=[O:23])[CH2:29][CH2:28]1. Starting materials: CCCN(C(=O)Cc1cccs1)C1CCc2cccc(OC)c2C1, CCCNC1CCc2cccc(OC)c2C1, CCCN(CCc1cccs1)C1CCc2cccc(OC)c2C1, O=C(O)Cc1csc2ccccc12. The product is CCCN(CCc1csc2ccccc12)C1CCc2cccc(OC)c2C1. As a reaction SMILES: [CH3:1][O:2][c:3]1[cH:4][cH:5][cH:6][c:7]2[c:12]1[CH2:11][CH:10]([N:13]([C:14](=[O:15])[CH2:16][c:17]1[s:18][cH:19][cH:20][cH:21]1)[CH2:22][CH2:23][CH3:24])[CH2:9][CH2:8]2.[CH3:25][O:26][c:27]1[cH:28][cH:29][cH:30][c:31]2[c:32]1[CH2:33][CH:34]([NH:35][CH2:36][CH2:37][CH3:38])[CH2:39][CH2:40]2.[CH3:54][O:55][c:56]1[cH:57][cH:58][cH:59][c:60]2[c:61]1[CH2:62][CH:63]([N:64]([CH2:65][CH2:66][CH3:67])[CH2:68][CH2:69][c:70]1[s:71][cH:72][cH:73][cH:74]1)[CH2:75][CH2:76]2.[s:41]1[c:42]2[c:43]([c:44]([CH2:46][C:47]([OH:48])=[O:49])[cH:45]1)[cH:50][cH:51][cH:52][cH:53]2>>[CH3:1][O:2][c:3]1[cH:4][cH:5][cH:6][c:7]2[c:12]1[CH2:11][CH:10]([N:13]([CH2:14][CH2:46][c:44]1[c:43]3[c:42]([s:41][cH:45]1)[cH:53][cH:52][cH:51][cH:50]3)[CH2:22][CH2:23][CH3:24])[CH2:9][CH2:8]2. Reactants: O1C(COC2=C(C(=O)C3=CC=C(C=C3)C)C(=CC(=C2)C)C)C1 (2-(2,3-epoxypropoxy)-4,4',6-trimethylbenzophenone), C(C)(C)N (isopropylamine). Solvent: CO (methanol). Yields the product CC=1C(=C(OCC(CNC(C)C)O)C=C(C1)C)C(=O)C1=CC=C(C=C1)C (1-(3,5-dimethyl-2-p-toluoylphenoxy)-2-hydroxy-3-isopropylaminopropane). RXN SMILES: [O:1]1[CH2:22][CH:2]1[CH2:3][O:4][C:5]1[CH:19]=[C:18]([CH3:20])[CH:17]=[C:16]([CH3:21])[C:6]=1[C:7]([C:9]1[CH:14]=[CH:13][C:12]([CH3:15])=[CH:11][CH:10]=1)=[O:8].[CH:23]([NH2:26])([CH3:25])[CH3:24]>CO>[CH3:21][C:16]1[C:6]([C:7]([C:9]2[CH:10]=[CH:11][C:12]([CH3:15])=[CH:13][CH:14]=2)=[O:8])=[C:5]([CH:19]=[C:18]([CH3:20])[CH:17]=1)[O:4][CH2:3][CH:2]([OH:1])[CH2:22][NH:26][CH:23]([CH3:25])[CH3:24]. Procedure details: A mixture of 2-(2,3-epoxypropoxy)-4,4',6-trimethylbenzophenone (10.0 g.), isopropylamine (10 ml.) and anhydrous methanol (50 ml.) was heated at reflux for 17 hours. The solution was then evaporated in vacuo, and the residue was dissolved in water (100 ml.) containing concentrated hydrochloric acid (10 ml.). The solution was adjusted to a pH between 6 and 7 and was shaken with ethyl acetate. The aqueous phase was then adjusted to pH 12 by the addition of aqueous sodium hydroxide solution. The pre... The reactants are FC1=C(C=CC(=C1)F)C1=NC(=NC=N1)NC1=CC(=CC=C1)CS(=O)(=O)C (4-(2,4-difluorophenyl)-N-{3-[(methylsulfonyl)methyl]phenyl}-1,3,5-triazin-2-amine), intermediate 42.1, FC1=NC=CC(=C1)CO (2-fluoro-4-pyridinemethanol), solution, C[Si](C)(C)[N-][Si](C)(C)C.[Na+] (sodium bis(trimethylsilyl)amide), [Cl-].[NH4+] (ammonium chloride). The solvent is C1CCOC1 (THF), C1CCOC1 (THF). Reaction conditions: temperature 70 celsius, time 6 hour. The product is FC1=CC(=C(C=C1)C1=NC(=NC=N1)NC1=CC(=CC=C1)CS(=O)(=O)C)OCC1=CC(=NC=C1)F (4-{4-Fluoro-2-[(2-fluoropyridin-4-yl)methoxy]phenyl}-N-{3-[(methylsulfonyl)-methyl]phenyl}-1,3,5-triazin-2-amine). Yield: 40.6%. RXN SMILES: F[C:2]1[CH:7]=[C:6]([F:8])[CH:5]=[CH:4][C:3]=1[C:9]1[N:14]=[CH:13][N:12]=[C:11]([NH:15][C:16]2[CH:21]=[CH:20][CH:19]=[C:18]([CH2:22][S:23]([CH3:26])(=[O:25])=[O:24])[CH:17]=2)[N:10]=1.[F:27][C:28]1[CH:33]=[C:32]([CH2:34][OH:35])[CH:31]=[CH:30][N:29]=1.C[Si]([N-][Si](C)(C)C)(C)C.[Na+].[Cl-].[NH4+]>C1COCC1>[F:8][C:6]1[CH:5]=[CH:4][C:3]([C:9]2[N:14]=[CH:13][N:12]=[C:11]([NH:15][C:16]3[CH:21]=[CH:20][CH:19]=[C:18]([CH2:22][S:23]([CH3:26])(=[O:25])=[O:24])[CH:17]=3)[N:10]=2)=[C:2]([O:35][CH2:34][C:32]2[CH:31]=[CH:30][N:29]=[C:28]([F:27])[CH:33]=2)[CH:7]=1 |f:2.3,4.5|. Reported procedure: To mixture of 4-(2,4-difluorophenyl)-N-{3-[(methylsulfonyl)methyl]phenyl}-1,3,5-triazin-2-amine (75 mg; 0.197 mmol), intermediate 42.1, and 2-fluoro-4-pyridinemethanol (102 mg; 0.781 mmol) in THF (3.5 ml) a 1 M solution of sodium bis(trimethylsilyl)amide in THF (0.391 ml) was added. The batch was stirred under argon for 6 hours at 70° C. After cooling the batch was poored into saturated aqueous ammonium chloride solution. The organic phase was separated, washed with brine, dried (sodium sulfate)...